Task: describe an organic reaction: reactants, conditions, products, and yield. Dataset: the Open Reaction Database (ORD), a public repository of structured organic reaction records The product is C(C)(C)(C)OC(=O)N[C@@H]1C(N([C@H]1C)OCC1=CC=CC=C1)=O ((3S-trans)-3-[(t-Butyloxycarbonyl)amino]-4-methyl-2-oxo-1-(phenylmethoxy)azetidine). Procedure details: Potassium carbonate (200g) was dissolved in 300ml of water, 1.5 liters of 1,2-dichloroethane was added, and the mixture was refluxed. A suspension of 178 g of N2 -(t-Butyloxycarbonyl)-O-(methylsulfonyl)-N-(phenylmethoxy)-L-threonineamide in 1.2-dichloroethane was added and the mixture was refluxed for 2 hours. The layers were cooled and the organic layer was evaporated, redissolved in ethyl acetate, washed twice with water, dried (MgSO4) and evaporated again. The oily residue crystallized on tre... Reactants: C([O-])([O-])=O.[K+].[K+] (Potassium carbonate), N#N.C(C)(C)(C)OC(=O)N[C@@H]([C@H](OS(=O)(=O)C)C)C(=O)NOCC1=CC=CC=C1 (N2 (t-Butyloxycarbonyl)-O-(methylsulfonyl)-N-(phenylmethoxy)-L-threonineamide). The yield is 60.5%. Reaction SMILES: C(=O)([O-])[O-].[K+].[K+].N#N.[C:9]([O:13][C:14]([NH:16][C@H:17]([C:25]([NH:27][O:28][CH2:29][C:30]1[CH:35]=[CH:34][CH:33]=[CH:32][CH:31]=1)=[O:26])[C@@H:18]([CH3:24])OS(C)(=O)=O)=[O:15])([CH3:12])([CH3:11])[CH3:10]>O.ClCCCl>[C:9]([O:13][C:14]([NH:16][C@H:17]1[C@H:18]([CH3:24])[N:27]([O:28][CH2:29][C:30]2[CH:35]=[CH:34][CH:33]=[CH:32][CH:31]=2)[C:25]1=[O:26])=[O:15])([CH3:12])([CH3:11])[CH3:10] |f:0.1.2,3.4|. Run in O (water), ClCCCl (1,2-dichloroethane), ClCCCl (1.2-dichloroethane). The reactants are CC12C(CN(CC1)CC2)C(=O)Cl (4-Methylquinuclidine-3-carbonyl chloride), N[C@@H]1CN(CC1)CCC1=CC=CC=C1 ((S)-3-amino-1-(2-phenylethyl)pyrrolidine). The product is C1(=CC=CC=C1)CCN1CC(CC1)NC(=O)[C@@H]1CN2CCC1(CC2)C ((S)-N-(1-(2-phenylethyl)pyrrolidin-3-yl)-4-methylquinuclidine-3-carboxamide). RXN SMILES: [CH3:1][C:2]12[CH2:9][CH2:8][N:5]([CH2:6][CH2:7]1)[CH2:4][CH:3]2[C:10](Cl)=[O:11].[NH2:13][C@H:14]1[CH2:18][CH2:17][N:16]([CH2:19][CH2:20][C:21]2[CH:26]=[CH:25][CH:24]=[CH:23][CH:22]=2)[CH2:15]1>>[C:21]1([CH2:20][CH2:19][N:16]2[CH2:17][CH2:18][CH:14]([NH:13][C:10]([C@H:3]3[C:2]4([CH3:1])[CH2:9][CH2:8][N:5]([CH2:6][CH2:7]4)[CH2:4]3)=[O:11])[CH2:15]2)[CH:22]=[CH:23][CH:24]=[CH:25][CH:26]=1. Procedure: 4-Methylquinuclidine-3-carbonyl chloride and (S)-3-amino-1-(2-phenylethyl)pyrrolidine were reacted under the same conditions as in Example 53 to give (S)-N-(1-(2-phenylethyl)pyrrolidin-3-yl)-4-methylquinuclidine-3-carboxamide.